From a dataset of the Open Reaction Database (ORD), a public repository of structured organic reaction records. describe an organic reaction: reactants, conditions, products, and yield Starting materials: FC(S(=O)(=O)[O-])(F)F.C(#C)[I+]C1=CC=CC=C1 (Ethynyl(phenyl)iodonium trifluoromethanesulfonate), C(C1=CC=CC=C1)(=O)[O-].[Na+] (sodium benzoate). Run in C(Cl)Cl (methylene chloride), O (water). Reaction conditions: temperature 0 celsius, time 5 minute. Product: C(C1=CC=CC=C1)(=O)OC#C (ethynyl benzoate). Yield: 52.7%. Reaction SMILES: FC(F)(F)S([O-])(=O)=O.[C:9]([I+]C1C=CC=CC=1)#[CH:10].[C:18]([O-:26])(=[O:25])[C:19]1[CH:24]=[CH:23][CH:22]=[CH:21][CH:20]=1.[Na+]>C(Cl)Cl.O>[C:18]([O:26][C:9]#[CH:10])(=[O:25])[C:19]1[CH:24]=[CH:23][CH:22]=[CH:21][CH:20]=1 |f:0.1,2.3|. Procedure details: Ethynyl(phenyl)iodonium trifluoromethanesulfonate (3.78 grams, 10 millimoles) dissolved in 10 milliliters of methylene chloride was mixed with sodium benzoate (7.2 grams, 50 millimoles) dissolved in 20 milliliters of water. The reactants were stirred for 5 minutes at 0° C. The organic layer was concentrated by evaporation and chromatographed on silica gel columns to isolate 0.77 grams of ethynyl benzoate (53% yield). The product was identified by spectroscopic means, and had a melting point of 4...